Dataset: the Open Reaction Database (ORD), a public repository of structured organic reaction records. Task: describe an organic reaction: reactants, conditions, products, and yield Reactants: COc1ccccc1N1CCNCC1, O=C(O)c1cccc(-c2cnc3c(c2)N(Cc2cc(Cl)ccc2C(F)(F)F)CCN3)c1. Yields the product COc1ccccc1N1CCN(C(=O)c2cccc(-c3cnc4c(c3)N(Cc3cc(Cl)ccc3C(F)(F)F)CCN4)c2)CC1. As a reaction SMILES: [CH3:32][O:33][c:34]1[c:35]([N:40]2[CH2:41][CH2:42][NH:43][CH2:44][CH2:45]2)[cH:36][cH:37][cH:38][cH:39]1.[Cl:1][c:2]1[cH:3][cH:4][c:5]([C:28]([F:29])([F:30])[F:31])[c:6]([CH2:7][N:8]2[c:9]3[c:10]([n:14][cH:15][c:16](-[c:18]4[cH:19][c:20]([C:21](=[O:22])[OH:23])[cH:24][cH:25][cH:26]4)[cH:17]3)[NH:11][CH2:12][CH2:13]2)[cH:27]1>>[Cl:1][c:2]1[cH:3][cH:4][c:5]([C:28]([F:29])([F:30])[F:31])[c:6]([CH2:7][N:8]2[c:9]3[c:10]([n:14][cH:15][c:16](-[c:18]4[cH:19][c:20]([C:21](=[O:22])[N:43]5[CH2:42][CH2:41][N:40]([c:35]6[c:34]([O:33][CH3:32])[cH:39][cH:38][cH:37][cH:36]6)[CH2:45][CH2:44]5)[cH:24][cH:25][cH:26]4)[cH:17]3)[NH:11][CH2:12][CH2:13]2)[cH:27]1.